This data is from the Open Reaction Database (ORD), a public repository of structured organic reaction records. The task is: describe an organic reaction: reactants, conditions, products, and yield The reactants are CC=1SC=CN1 (2-methyl-1,3-thiazole), NOS(=O)(=O)C1=C(C=C(C=C1C)C)C (2-[(aminooxy)sulfonyl]-1,3,5-trimethylbenzene), C(C)(C)OC(C)C (Diisopropyl ether). Solvent: C(C)(=O)OCC.C1(=CC=CC=C1)C (ethyl acetate toluene), C1(=CC=CC=C1)C (toluene). Conditions: time 2 hour. The product is CC1=C(C(=CC(=C1)C)C)S(=O)(=O)[O-].N[N+]1=C(SC=C1)C (3-amino-2-methyl-1,3-thiazol-3-ium 2,4,6-trimethylbenzenesulfonate). The yield is 63.0%. RXN SMILES: [CH3:1][C:2]1[S:3][CH:4]=[CH:5][N:6]=1.[NH2:7][O:8][S:9]([C:12]1[C:17]([CH3:18])=[CH:16][C:15]([CH3:19])=[CH:14][C:13]=1[CH3:20])(=[O:11])=[O:10].C(OC(C)C)(C)C>C1(C)C=CC=CC=1.C(OCC)(=O)C.C1(C)C=CC=CC=1>[CH3:18][C:17]1[CH:16]=[C:15]([CH3:19])[CH:14]=[C:13]([CH3:20])[C:12]=1[S:9]([O-:11])(=[O:10])=[O:8].[NH2:7][N+:6]1[CH:5]=[CH:4][S:3][C:2]=1[CH3:1] |f:4.5,6.7|. Procedure: To a solution of 2-methyl-1,3-thiazole (6.6 g, 67 mmol) in toluene (60 mL) was added a solution of 2-[(aminooxy)sulfonyl]-1,3,5-trimethylbenzene obtained in the above in ethyl acetate-toluene under ice-cooling, and the mixture was stirred for 2 hr. Diisopropyl ether (200 mL) was added to the reaction system, and the resulting solid was collected by filtration to give the title compound (13 g, 63%) as a white solid. The filtrate was concentrated under reduced pressure to about 100 mL, diisopropyl... The product is COC1=CC=C(C=C1)CCNC=1C2=C(N=CN1)OC=C2 (N-[2-(4-methoxyphenyl)ethyl]furo[2,3-d]pyrimidin-4-amine). Run in C(C)(=O)O (acetic acid), O (water). Run at temperature 130 celsius. Procedure: The 2-amino-3-cyanofuran produced in the preceding step was combined with 4.2 mL of triethylorthoformate, and 0.5 mL of acetic anhydride, and the mixture was heated to 130° C. for two hours. Then was added 1.8 g of sodium acetate and 3 g of 2-(4-methoxyphenyl)ethylamine, followed by 3 mL of acetic acid. The resulting mixture was heated for two hours at 130°-138° C., then cooled and diluted with water. The product was extracted with large volumes of ether. The ether extracts were combined, washed... The reactants are C(C)(=O)[O-].[Na+] (sodium acetate), COC1=CC=C(C=C1)CCN (2-(4-methoxyphenyl)ethylamine), NC=1OC=CC1C#N (2-amino-3-cyanofuran), C(C)OC(OCC)OCC (triethylorthoformate), C(C)(=O)OC(C)=O (acetic anhydride). As a reaction SMILES: [NH2:1][C:2]1[O:3][CH:4]=[CH:5][C:6]=1[C:7]#[N:8].[CH2:9](OC(OCC)OCC)C.C(OC(=O)C)(=O)C.C([O-])(=O)C.[Na+].[CH3:31][O:32][C:33]1[CH:38]=[CH:37][C:36]([CH2:39][CH2:40][NH2:41])=[CH:35][CH:34]=1>O.C(O)(=O)C>[CH3:31][O:32][C:33]1[CH:38]=[CH:37][C:36]([CH2:39][CH2:40][NH:41][C:7]2[C:6]3[CH:5]=[CH:4][O:3][C:2]=3[N:1]=[CH:9][N:8]=2)=[CH:35][CH:34]=1 |f:3.4|. Starting materials: crude product, C(C)(C)(C)OC(NC1=C(C=C(C(=C1)N(C)C)C(F)(F)F)N)=O ((2-amino-5-dimethylamino-4-trifluoromethyl-phenyl)-carbamic acid tert-butyl ester), C(C)(C)(C)OC(CC(=O)C1=CC(=CC=C1)C1=NC=NC(=C1)C)=O (3-[3-(6-methyl-pyrimidin-4-yl)-phenyl]-3-oxo-propionic acid tert-butyl ester). Product: CN(C1=CC2=C(NC(CC(=N2)C2=CC(=CC=C2)C2=NC=NC(=C2)C)=O)C=C1C(F)(F)F)C (7-Dimethylamino-4-[3-(6-methyl-pyrimidin-4-yl)-phenyl]-8-trifluoromethyl-1,3-dihydro-benzo[b][1,4]diazepin-2-one), solid. RXN SMILES: C(OC(=O)[NH:7][C:8]1[CH:13]=[C:12]([N:14]([CH3:16])[CH3:15])[C:11]([C:17]([F:20])([F:19])[F:18])=[CH:10][C:9]=1[NH2:21])(C)(C)C.C(O[C:28](=[O:45])[CH2:29][C:30]([C:32]1[CH:37]=[CH:36][CH:35]=[C:34]([C:38]2[CH:43]=[C:42]([CH3:44])[N:41]=[CH:40][N:39]=2)[CH:33]=1)=O)(C)(C)C>>[CH3:15][N:14]([CH3:16])[C:12]1[C:11]([C:17]([F:18])([F:19])[F:20])=[CH:10][C:9]2[NH:21][C:28](=[O:45])[CH2:29][C:30]([C:32]3[CH:37]=[CH:36][CH:35]=[C:34]([C:38]4[CH:43]=[C:42]([CH3:44])[N:41]=[CH:40][N:39]=4)[CH:33]=3)=[N:7][C:8]=2[CH:13]=1. Procedure: The title compound was prepared from (2-amino-5-dimethylamino-4-trifluoromethyl-phenyl)-carbamic acid tert-butyl ester (Example J1) (160 mg, 0.5 mmol) and 3-[3-(6-methyl-pyrimidin-4-yl)-phenyl]-3-oxo-propionic acid tert-butyl ester (Example K41) (187 mg, 0.6 mmol) according to the general procedure M and subsequent treatment of the crude product according to the general procedure N. Obtained as a light yellow solid (139 mg). The reactants are BrCCO (2-bromoethanol), 24, N1CCC2=CC=CC=C12 (indoline), C([O-])([O-])=O.[K+].[K+] (potassium carbonate). Solvent: C(C)#N (acetonitrile). Reaction SMILES: [NH:1]1[C:9]2[C:4](=[CH:5][CH:6]=[CH:7][CH:8]=2)[CH2:3][CH2:2]1.C(=O)([O-])[O-].[K+].[K+].Br[CH2:17][CH2:18][OH:19]>C(#N)C>[OH:19][CH2:18][CH2:17][N:1]1[C:9]2[C:4](=[CH:5][CH:6]=[CH:7][CH:8]=2)[CH2:3][CH2:2]1 |f:1.2.3|. Procedure: To a stirred mixture of 24 parts of indoline and 83 parts of powdered anhydrous potassium carbonate in 150 parts of acetonitrile was added 50 parts of 2-bromoethanol. The mixture was gradually warmed to reflux and kept at reflux temperature for 8 hours. The mixture was filtered and the solvent was removed. The product was purified by column chromatography on a silica gel column. The eluents were 1:1 mixture of hexane with methylene chloride and then ethyl acetate. The product was 29 parts with a... The product is OCCN1CCC2=CC=CC=C12 (N-2-hydroxyethyl indoline). Reactants: C(C)(C)(C)C1=CC(=C(C=N1)C=1N([C@]([C@](N1)(C)C1=CC=C(C=C1)Cl)(C)C1=CC=C(C=C1)Cl)C(=O)Cl)OCC ((4S,5R)-2-(6-tert-butyl-4-ethoxy-pyridin-3-yl)-4,5-bis-(4-chloro-phenyl)-4,5-dimethyl-4,5-dihydro-imidazole-1-carbonyl chloride), OC1CNCCC1 (3-hydroxypiperidine). The product is C(C)(C)(C)C1=CC(=C(C=N1)C=1N([C@]([C@](N1)(C)C1=CC=C(C=C1)Cl)(C)C1=CC=C(C=C1)Cl)C(=O)N1CC(CCC1)O)OCC ([(4S,5R)-2-(6-tert-Butyl-4-ethoxy-pyridin-3-yl)-4,5-bis-(4-chloro-phenyl)-4,5-dimethyl-4,5-dihydro-imidazol-1-yl]-(3-hydroxy-piperidin-1-yl)-methanone). RXN SMILES: [C:1]([C:5]1[N:10]=[CH:9][C:8]([C:11]2[N:12]([C:32](Cl)=[O:33])[C@@:13]([C:25]3[CH:30]=[CH:29][C:28]([Cl:31])=[CH:27][CH:26]=3)([CH3:24])[C@@:14]([C:17]3[CH:22]=[CH:21][C:20]([Cl:23])=[CH:19][CH:18]=3)([CH3:16])[N:15]=2)=[C:7]([O:35][CH2:36][CH3:37])[CH:6]=1)([CH3:4])([CH3:3])[CH3:2].[OH:38][CH:39]1[CH2:44][CH2:43][CH2:42][NH:41][CH2:40]1>>[C:1]([C:5]1[N:10]=[CH:9][C:8]([C:11]2[N:12]([C:32]([N:41]3[CH2:42][CH2:43][CH2:44][CH:39]([OH:38])[CH2:40]3)=[O:33])[C@@:13]([C:25]3[CH:26]=[CH:27][C:28]([Cl:31])=[CH:29][CH:30]=3)([CH3:24])[C@@:14]([C:17]3[CH:18]=[CH:19][C:20]([Cl:23])=[CH:21][CH:22]=3)([CH3:16])[N:15]=2)=[C:7]([O:35][CH2:36][CH3:37])[CH:6]=1)([CH3:4])([CH3:2])[CH3:3]. Reported procedure: In a manner analogous to the method described in examples 8, (4S,5R)-2-(6-tert-butyl-4-ethoxy-pyridin-3-yl)-4,5-bis-(4-chloro-phenyl)-4,5-dimethyl-4,5-dihydro-imidazole-1-carbonyl chloride (example 51) was coupled with 3-hydroxypiperidine (Aldrich) to give the title compound. HR-MS (ES, m/z) calculated for C34H41Cl2N4O3 [(M+H)+] 623.255, observed 623.2547. Reactants: C([O-])([O-])=O.[K+].[K+] (potassium carbonate), BrC(F)F (bromodifluoromethane), C([O-])([O-])=O.[K+].[K+] (potassium carbonate), OC1=C(C#N)C(=CC=C1)SCCC (2-hydroxy-6-propylsulfanylbenzonitrile), BrC(F)F (bromodifluoromethane), O (water). Solvent: CN(C=O)C (dimethylformamide). Reaction conditions: time 5 hour. The product is FC(OC1=C(C#N)C(=CC=C1)SCCC)F (2-Difluoromethoxy-6-propylsulfanylbenzonitrile). As a reaction SMILES: [OH:1][C:2]1[CH:9]=[CH:8][CH:7]=[C:6]([S:10][CH2:11][CH2:12][CH3:13])[C:3]=1[C:4]#[N:5].C(=O)([O-])[O-].[K+].[K+].Br[CH:21]([F:23])[F:22].O>CN(C)C=O>[F:22][CH:21]([F:23])[O:1][C:2]1[CH:9]=[CH:8][CH:7]=[C:6]([S:10][CH2:11][CH2:12][CH3:13])[C:3]=1[C:4]#[N:5] |f:1.2.3|. Procedure: 10.8 g (56 mmol) of 2-hydroxy-6-propylsulfanylbenzonitrile were dissolved in 120 ml of dimethylformamide, and 15.5 g (0.11 mol) of anhydrous potassium carbonate were added. Then, at room temperature, 8.2 g of bromodifluoromethane were passed in, and the mixture was stirred at room temperature for 5 hours. Then 15.5 g (0.11 mol) of anhydrous potassium carbonate and 7.2 g of bromodifluoromethane were added, and the mixture was stirred at room temperature overnight. The reaction mixture was worked ... Starting materials: N#CBr (cyanogen bromide), CC1=C(C(=CC=C1)C)NCCCNC1=C(C=CC=C1C)C (1,3-bis(2',6'-dimethylphenyl-amino)-propane), N (ammonia), O (water). Run in C(CCC)O (n-butanol), C(CCC)O (n-butanol). Reaction conditions: time 2 hour. Product: CC1=C(C(=CC=C1)C)N1C(N(CCC1)C1=C(C=CC=C1C)C)=N (1,3-bis(2',6'-dimethylphenyl)-2-imino-hexahydro-pyrimidine). Yield: 36.7%. RXN SMILES: [N:1]#[C:2]Br.[CH3:4][C:5]1[CH:10]=[CH:9][CH:8]=[C:7]([CH3:11])[C:6]=1[NH:12][CH2:13][CH2:14][CH2:15][NH:16][C:17]1[C:22]([CH3:23])=[CH:21][CH:20]=[CH:19][C:18]=1[CH3:24].O.N>C(O)CCC>[CH3:4][C:5]1[CH:10]=[CH:9][CH:8]=[C:7]([CH3:11])[C:6]=1[N:12]1[CH2:13][CH2:14][CH2:15][N:16]([C:17]2[C:22]([CH3:23])=[CH:21][CH:20]=[CH:19][C:18]=2[CH3:24])[C:2]1=[NH:1]. Procedure details: A solution of 0.75 g (7.1 mmoles) of cyanogen bromide in 10 ml of n-butanol is added dropwise, within about 0.5 hours, to a stirred solution of 2.0 g (7.1 mmole) of 1,3-bis(2',6'-dimethylphenyl-amino)-propane in 20 ml of n-butanol at 110° to 115° C. After the addition the mixture is stirred for further 2 hours at the same temperature. Thereafter the mixture is cooled, shaken five times with 10 ml of water each, the aqueous solutions are combined, and the pH of the mixture is adjusted to 8.0 to 8...